From a dataset of the Open Reaction Database (ORD), a public repository of structured organic reaction records. describe an organic reaction: reactants, conditions, products, and yield Reactants: CI, CCOC(C)=O, Clc1ncnc2cc[nH]c12, [H-], [Na+], CN(C)C=O. Yields the product Cn1ccc2ncnc(Cl)c21. As a reaction SMILES: [CH3:13][I:14].[CH3:20][CH2:21][O:22][C:23]([CH3:24])=[O:25].[Cl:1][c:2]1[c:3]2[c:4]([n:5][cH:6][n:7]1)[cH:8][cH:9][nH:10]2.[H-:12].[Na+:11].[O:15]=[CH:16][N:17]([CH3:18])[CH3:19]>>[Cl:1][c:2]1[c:3]2[c:4]([n:5][cH:6][n:7]1)[cH:8][cH:9][n:10]2[CH3:13]. Reaction conditions: temperature 40 celsius. Isolated yield 80.0%. Run in O (water). Yields the product CN(CC)CCCCCCOC1=CC=C(C=C1)Br (p-(N-methyl-N-ethylaminohexyloxy)bromobenzene). Reported procedure: A 100 mL flask provided with a stirrer and a reflux condenser was charged in a nitrogen gas atmosphere with 14.6 g (0.05 mol) of the p-(6-chlorohexyloxy)bromobenzene, synthesized at the above-mentioned step 1), 4.0 g (0.10 mol) of sodium hydroxide (available from Wako Pure Chemical Industries Ltd.), 0.8 g (0.012 mol) of n-tetrabutylammonium bromide (available from Kanto Chemical Co., Inc.) and 5.0 g of water. The content was maintained at 40° C. while being stirred. Then 5.9 g (0.10 mol) of meth... The reactants are [OH-].[Na+] (sodium hydroxide), n-tetrabutylammonium bromide, ClCCCCCCOC1=CC=C(C=C1)Br (p-(6-chlorohexyloxy)bromobenzene), CNCC (methylethylamine). Reaction SMILES: Cl[CH2:2][CH2:3][CH2:4][CH2:5][CH2:6][CH2:7][O:8][C:9]1[CH:14]=[CH:13][C:12]([Br:15])=[CH:11][CH:10]=1.[OH-].[Na+].[CH3:18][NH:19][CH2:20][CH3:21]>O>[CH3:18][N:19]([CH2:2][CH2:3][CH2:4][CH2:5][CH2:6][CH2:7][O:8][C:9]1[CH:14]=[CH:13][C:12]([Br:15])=[CH:11][CH:10]=1)[CH2:20][CH3:21] |f:1.2|. Reactants: COC(C(C1=CC=CC=C1)=O)=O (alpha-oxobenzeneacetic acid methyl ester). Run in CO (methanol), [OH-].[Na+] (sodium hydroxide). Product: C1(=CC=CC=C1)CCOC1=CC=C(C=C1)C(C(=O)O)=O (4-[(2-phenylethyl)oxy]-alpha-oxobenzeneacetic acid). Yield: 112.4%. Reaction SMILES: C[O:2][C:3](=[O:12])[C:4](=[O:11])[C:5]1[CH:10]=[CH:9][CH:8]=[CH:7][CH:6]=1>CO.[OH-].[Na+]>[C:5]1([CH2:4][CH2:3][O:2][C:8]2[CH:9]=[CH:10][C:5]([C:4](=[O:11])[C:3]([OH:2])=[O:12])=[CH:6][CH:7]=2)[CH:10]=[CH:9][CH:8]=[CH:7][CH:6]=1 |f:2.3|. Reported procedure: A mixture of 4-[(2-phenylethyl)oxy)]-alpha-oxobenzeneacetic acid methyl ester (0.4 g) in methanol and 0.5N sodium hydroxide (8 mL) was treated as in Example 19 and the crude product was crystallized from benzene-hexane to give 0.37 g of 4-[(2-phenylethyl)oxy]-alpha-oxobenzeneacetic acid as a colorless solid, mp 72°-73° C. Reactants: N1(CCOCC1)CCN (2-(4-morpholinyl)ethanamine), ICCOC1=CC=C(C=C1)CC1=CC=C(C=C1)C=1OC=CN1 (2-[4-[[4-(2-iodoethoxy)phenyl]methyl]phenyl]oxazole). Solvent: ClCCl (dichloromethane), ClCCl (dichloromethane). Yields the product O1C(=NC=C1)C1=CC=C(C=C1)CC1=CC=C(OCCNCCN2CCOCC2)C=C1 (N-[2-[4-[[4-(2-oxazolyl)phenyl]methyl]phenoxy]ethyl]-4-morpholineethanamine). Yield: 86.2%. Reaction SMILES: [N:1]1([CH2:7][CH2:8][NH2:9])[CH2:6][CH2:5][O:4][CH2:3][CH2:2]1.I[CH2:11][CH2:12][O:13][C:14]1[CH:19]=[CH:18][C:17]([CH2:20][C:21]2[CH:26]=[CH:25][C:24]([C:27]3[O:28][CH:29]=[CH:30][N:31]=3)=[CH:23][CH:22]=2)=[CH:16][CH:15]=1>ClCCl>[O:28]1[CH:29]=[CH:30][N:31]=[C:27]1[C:24]1[CH:23]=[CH:22][C:21]([CH2:20][C:17]2[CH:16]=[CH:15][C:14]([O:13][CH2:12][CH2:11][NH:9][CH2:8][CH2:7][N:1]3[CH2:6][CH2:5][O:4][CH2:3][CH2:2]3)=[CH:19][CH:18]=2)=[CH:26][CH:25]=1. Procedure details: A solution of 2-(4-morpholinyl)ethanamine (1 g, 7.4 mmol) in dichloromethane was stirred as a solution of 2-[4-[[4-(2-iodoethoxy)phenyl]methyl]phenyl]oxazole (0.3 g, 0.74 mmol) in dichloromethane was added dropwise and the reaction was heated at reflux for 17 hours. The reaction was concentrated. The residue was dissolved in ethyl acetate and washed with water. The combined organic layers were dried and concentrated. Purification by chromatography on silica gel using a gradient of methanol in di... The reactants are CCCCCCCCCCCCCCCCCC[Si](C)(C)O, CN(C)C=O, O=C(Cl)Cl, ClCCCl. Reaction SMILES: [CH2:1]([CH2:2][CH2:3][CH2:4][CH2:5][CH2:6][CH2:7][CH2:8][CH2:9][CH2:10][CH2:11][CH2:12][CH2:13][CH2:14][CH2:15][CH2:16][CH2:17][CH3:18])[Si:19]([OH:20])([CH3:21])[CH3:22].[CH3:23][N:24]([CH3:25])[CH:26]=[O:27].[Cl:28][C:29](=[O:30])[Cl:31].[Cl:32][CH2:33][CH2:34][Cl:35]>>[CH2:1]([CH2:2][CH2:3][CH2:4][CH2:5][CH2:6][CH2:7][CH2:8][CH2:9][CH2:10][CH2:11][CH2:12][CH2:13][CH2:14][CH2:15][CH2:16][CH2:17][CH3:18])[Si:19]([CH3:21])([CH3:22])[Cl:28]. Product: CCCCCCCCCCCCCCCCCC[Si](C)(C)Cl. Reactants: N1CCCCC1 (piperidine), BrC=1C=NC(=NC1)N1CCC(CC1)C1=NC=2CC(CC(C2C(=C1C(C1=CC=C(C=C1)C(F)(F)F)F)C1CCC(CC1)(F)F)OCC1=CC=C(C=C1)OC)(C)C ((−)-2-[1-(5-Bromopyrimidin-2-yl)piperidin-4-yl]-4-(4,4-difluorocyclohexyl)-3-{fluoro[4-(trifluoromethyl)phenyl]methyl}-5-[(4-methoxybenzyl)oxy]-7,7-dimethyl-5,6,7,8-tetrahydroquinoline). Yields the product FC1(CCC(CC1)C1=C(C(=NC=2CC(CC(C12)O)(C)C)C1CCN(CC1)C1=NC=C(C=N1)N1CCCCC1)C(C1=CC=C(C=C1)C(F)(F)F)F)F ((−)-4-(4,4-Difluorocyclohexyl)-3-{fluoro[4-(trifluoromethyl)phenyl]methyl}-7,7-dimethyl-2-{1-[5-(piperidin-1-yl)pyrimidin-2-yl]piperidin-4-yl}-5,6,7,8-tetrahydroquinolin-5-ol), solid. Yield: 48.0%. Reaction SMILES: [NH:1]1[CH2:6][CH2:5][CH2:4][CH2:3][CH2:2]1.Br[C:8]1[CH:9]=[N:10][C:11]([N:14]2[CH2:19][CH2:18][CH:17]([C:20]3[C:29]([CH:30]([F:41])[C:31]4[CH:36]=[CH:35][C:34]([C:37]([F:40])([F:39])[F:38])=[CH:33][CH:32]=4)=[C:28]([CH:42]4[CH2:47][CH2:46][C:45]([F:49])([F:48])[CH2:44][CH2:43]4)[C:27]4[CH:26]([O:50]CC5C=CC(OC)=CC=5)[CH2:25][C:24]([CH3:61])([CH3:60])[CH2:23][C:22]=4[N:21]=3)[CH2:16][CH2:15]2)=[N:12][CH:13]=1>>[F:49][C:45]1([F:48])[CH2:46][CH2:47][CH:42]([C:28]2[C:27]3[CH:26]([OH:50])[CH2:25][C:24]([CH3:61])([CH3:60])[CH2:23][C:22]=3[N:21]=[C:20]([CH:17]3[CH2:18][CH2:19][N:14]([C:11]4[N:10]=[CH:9][C:8]([N:1]5[CH2:6][CH2:5][CH2:4][CH2:3][CH2:2]5)=[CH:13][N:12]=4)[CH2:15][CH2:16]3)[C:29]=2[CH:30]([F:41])[C:31]2[CH:32]=[CH:33][C:34]([C:37]([F:39])([F:38])[F:40])=[CH:35][CH:36]=2)[CH2:43][CH2:44]1. Procedure details: Reactions similar to those of the first step of Example 5 and Example 7 were performed except for using piperidine instead of morpholine, and from 100 mg (0.120 mmol) of (−)-2-[1-(5-Bromopyrimidin-2-yl)piperidin-4-yl]-4-(4,4-difluorocyclohexyl)-3-{fluoro[4-(trifluoromethyl)phenyl]methyl}-5-[(4-methoxybenzyl)oxy]-7,7-dimethyl-5,6,7,8-tetrahydroquinoline, which was prepared by a method similar to that of Reference Example 11, 41 mg of the title compound was obtained as a light brown solid (yield: ... The reactants are C(C1=CC=CC=C1)[C@@H]([C@@H](CNCC1=CC(=CC=C1)C(F)(F)F)O)NC(=O)C=1C=C(C=C2C(N(C=NC12)C(CCC)CCC)=O)Cl (N-[(1S,2R)-1-benzyl-2-hydroxy-3-{[3-(trifluoromethyl)benzyl]-amino}propyl]-6-chloro-4-oxo-3-(1-propylbutyl)-3,4-dihydroquinazoline-8-carboxamide), [H][H] (hydrogen), [H][H] (hydrogen). The reagents and catalysts are [Pd] (palladium on carbon), [Pd] (palladium on carbon). Solvent: O1CCOCC1 (dioxane). The product is C(C1=CC=CC=C1)[C@@H]([C@@H](CNCC1=CC(=CC=C1)C(F)(F)F)O)NC(=O)C=1C=CC=C2C(N(C=NC12)C(CCC)CCC)=O (N-[(1S,2R)-1-benzyl-2-hydroxy-3-{[3-(trifluoromethyl)benzyl]amino}propyl]-4-oxo-3-(1-propylbutyl)-3,4-dihydroquinazoline-8-carboxamide). Yield: 100.2%. RXN SMILES: [CH2:1]([C@H:8]([NH:24][C:25]([C:27]1[CH:28]=[C:29](Cl)[CH:30]=[C:31]2[C:36]=1[N:35]=[CH:34][N:33]([CH:37]([CH2:41][CH2:42][CH3:43])[CH2:38][CH2:39][CH3:40])[C:32]2=[O:44])=[O:26])[C@H:9]([OH:23])[CH2:10][NH:11][CH2:12][C:13]1[CH:18]=[CH:17][CH:16]=[C:15]([C:19]([F:22])([F:21])[F:20])[CH:14]=1)[C:2]1[CH:7]=[CH:6][CH:5]=[CH:4][CH:3]=1.[H][H]>[Pd].O1CCOCC1>[CH2:1]([C@H:8]([NH:24][C:25]([C:27]1[CH:28]=[CH:29][CH:30]=[C:31]2[C:36]=1[N:35]=[CH:34][N:33]([CH:37]([CH2:41][CH2:42][CH3:43])[CH2:38][CH2:39][CH3:40])[C:32]2=[O:44])=[O:26])[C@H:9]([OH:23])[CH2:10][NH:11][CH2:12][C:13]1[CH:18]=[CH:17][CH:16]=[C:15]([C:19]([F:21])([F:22])[F:20])[CH:14]=1)[C:2]1[CH:3]=[CH:4][CH:5]=[CH:6][CH:7]=1. Procedure details: 195 mg of N-[(1S,2R)-1-benzyl-2-hydroxy-3-{[3-(trifluoromethyl)benzyl]-amino}propyl]-6-chloro-4-oxo-3-(1-propylbutyl)-3,4-dihydroquinazoline-8-carboxamide, 5 cm3 of dioxane and 30 mg of 10% (50% wet with water) palladium on carbon are stirred under 10 bar of hydrogen in an autoclave. Since the reaction does not develop, 30 mg of 10% dry palladium on carbon are added and the reaction mixture is stirred under 15 bar of hydrogen in an autoclave. The catalyst is filtered and the filtrate is concentr...